Dataset: the Open Reaction Database (ORD), a public repository of structured organic reaction records. Task: describe an organic reaction: reactants, conditions, products, and yield Starting materials: CN1C=C(C=N1)C2=C(N=C(C=C2)N)OC, CC1=CC(=NC2=C1CN(CC(O2)CC(F)(F)F)C)Cl. Reagents/catalysts: CC(C)(C)[O-].[Na+], C1=CC=C(C=C1)P(C2=CC=CC=C2)C3=C(C4=CC=CC=C4C=C3)C5=C(C=CC6=CC=CC=C65)P(C7=CC=CC=C7)C8=CC=CC=C8, C1=CC=C(C=C1)/C=C/C(=O)/C=C/C2=CC=CC=C2.C1=CC=C(C=C1)/C=C/C(=O)/C=C/C2=CC=CC=C2.C1=CC=C(C=C1)/C=C/C(=O)/C=C/C2=CC=CC=C2.[Pd].[Pd]. Solvent: CC1=CC=CC=C1. Conditions: temperature 100 celsius. The product is CC1=CC(=NC2=C1CN(CC(O2)CC(F)(F)F)C)NC3=NC(=C(C=C3)C4=CN(N=C4)C)OC. Isolated yield 9.8%. Reported procedure: 6-methoxy-5-(1-methyl-1H-pyrazol-4-yl)pyridin-2-amine (104 mg, 0.51 mmol), 8-chloro-4,6-dimethyl-2-(2,2,2-trifluoroethyl)-2,3,4,5-tetrahydropyrido[3,2-f][1,4]oxazepine (150 mg, 0.51 mmol), Sodium tert-butoxide (73.4 mg, 0.76 mmol), rac-2,2'-Bis(diphenylphosphino)-1,1'-binaphthyl (22.19 mg, 0.04 mmol) and Tris(dibenzylideneacetone)dipalladium(0) (32.6 mg, 0.04 mmol) were added to a radley tube followed by toluene (6 mL). The reaction mixture was flushed with argon and the mixture was heated to 10... The reactants are C(C1=CC=CC=C1)OC(=O)C1(CCCCC1)NC(CCN1C(C=2C=C3C(=CC2C1=O)C=CC=C3)=O)C(=O)OC(C)(C)C (1-[1-tert-Butoxycarbonyl-3-(1,3-dioxo-1,3-dihydrobenzo[f]isoindol-2-yl)propylamino]cyclohexanecarboxylic acid benzyl ester). The reagents and catalysts are [Pd] (palladium on activated carbon). The solvent is C(C)(=O)O (acetic acid). Reaction conditions: time 2 hour. Yields the product C(C)(C)(C)OC(=O)C(CCN1C(C=2C=C3C(=CC2C1=O)C=CC=C3)=O)NC3(CCCCC3)C(=O)O (1-[1 -tert-butoxycarbonyl-3-(1,3-dioxo-1,3-dihydrobenzo[f]isoindol-2-yl)propylamino]cyclohexanecarboxylic acid). RXN SMILES: C([O:8][C:9]([C:11]1([NH:17][CH:18]([C:36]([O:38][C:39]([CH3:42])([CH3:41])[CH3:40])=[O:37])[CH2:19][CH2:20][N:21]2[C:29](=[O:30])[C:28]3[CH:27]=[C:26]4[CH:31]=[CH:32][CH:33]=[CH:34][C:25]4=[CH:24][C:23]=3[C:22]2=[O:35])[CH2:16][CH2:15][CH2:14][CH2:13][CH2:12]1)=[O:10])C1C=CC=CC=1>C(O)(=O)C.[Pd]>[C:39]([O:38][C:36]([CH:18]([NH:17][C:11]1([C:9]([OH:10])=[O:8])[CH2:12][CH2:13][CH2:14][CH2:15][CH2:16]1)[CH2:19][CH2:20][N:21]1[C:29](=[O:30])[C:28]2[CH:27]=[C:26]3[CH:31]=[CH:32][CH:33]=[CH:34][C:25]3=[CH:24][C:23]=2[C:22]1=[O:35])=[O:37])([CH3:42])([CH3:40])[CH3:41]. Procedure details: 1-[1-tert-Butoxycarbonyl-3-(1,3-dioxo-1,3-dihydrobenzo[f]isoindol-2-yl)propylamino]cyclohexanecarboxylic acid benzyl ester (416 mg, 0.729 mmol) was dissolved in acetic acid (85 mL) and 10% palladium on activated carbon (440 mg) was added. The mixture was hydrogenated under 3 atmospheres pressure at room temperature for 2 hours. The catalyst was removed by passage through a 0.45 m nylon filter and the filtrate was concentrated under vacuum to afford 1-[1 -tert-butoxycarbonyl-3-(1,3-dioxo-1,3-dihy... Reactants: COc1cc2nccc(Oc3ccc(N)cc3F)c2cc1OC, CCN(C(C)C)C(C)C, ClC(Cl)Cl, O=C(OC(Cl)(Cl)Cl)OC(Cl)(Cl)Cl, CCc1nnc(N)s1, O. The product is CCc1nnc(NC(=O)Nc2ccc(Oc3ccnc4cc(OC)c(OC)cc34)c(F)c2)s1. Reaction SMILES: [CH3:1][O:2][c:3]1[cH:4][c:5]2[c:6]([O:15][c:16]3[c:17]([F:23])[cH:18][c:19]([NH2:20])[cH:21][cH:22]3)[cH:7][cH:8][n:9][c:10]2[cH:11][c:12]1[O:13][CH3:14].[CH:24]([N:25]([CH:26]([CH3:27])[CH3:28])[CH2:29][CH3:30])([CH3:31])[CH3:32].[CH:53]([Cl:54])([Cl:55])[Cl:56].[Cl:33][C:34]([Cl:35])([O:36][C:37]([O:38][C:39]([Cl:40])([Cl:41])[Cl:42])=[O:43])[Cl:44].[NH2:45][c:46]1[s:47][c:48]([CH2:51][CH3:52])[n:49][n:50]1.[OH2:57]>>[CH3:1][O:2][c:3]1[cH:4][c:5]2[c:6]([O:15][c:16]3[c:17]([F:23])[cH:18][c:19]([NH:20][C:37](=[O:43])[NH:45][c:46]4[s:47][c:48]([CH2:51][CH3:52])[n:49][n:50]4)[cH:21][cH:22]3)[cH:7][cH:8][n:9][c:10]2[cH:11][c:12]1[O:13][CH3:14]. Starting materials: 500g, C(C)(=O)OC(C)=O (acetic anhydride), 349.6g, NC1=C(C=C(C=C1)[N+](=O)[O-])C (4-amino-3-methyl-nitrobenzene). Run in C(C)(=O)O (acetic acid), 500g, O1CCCC1 (tetrahydrofuran), 500g, C(C)(=O)O (acetic acid). Yields the product N(C(=O)C)C1=C(C=C(C=C1)[N+](=O)[O-])C (4- Acetamino-3-methyl-nitrobenzene). RXN SMILES: [NH2:1][C:2]1[CH:7]=[CH:6][C:5]([N+:8]([O-:10])=[O:9])=[CH:4][C:3]=1[CH3:11].[C:12](OC(=O)C)(=[O:14])[CH3:13]>O1CCCC1.C(O)(=O)C>[NH:1]([C:2]1[CH:7]=[CH:6][C:5]([N+:8]([O-:10])=[O:9])=[CH:4][C:3]=1[CH3:11])[C:12]([CH3:13])=[O:14]. Procedure details: 349.6g (2.3 moles) of 4-amino-3-methyl-nitrobenzene were dissolved in 500g of tetrahydrofuran, 500g of acetic acid were added thereto, and 500g (3.5 moles) of acetic anhydride were added dropwise while stirring and heating at 70° to 80° C, and, after the completion of the acetic acid addition, the entire reaction system was reacted for 1 hour under reflux and then was allowed to cool whereby crystals were formed. The crystals were separated, filtered out and then dried. Reactants: C(C1=CC=CC=C1)N1C[C@]2(C(N3C4=C(C=CC=C4[C@H]2C1)OCCC3)=O)C(=O)OCC ((±)-cis ethyl 11-benzyl-9-oxo-6,7,10,11,12,12a-hexahydro-5H-[1,4]oxazepino[2,3,4-ij]pyrrolo[3,4-c]quinoline-9a(9H)-carboxylate), Cl (HCl). Run in O1CCOCC1 (1,4-dioxane). Run at temperature 100 celsius, time 24 hour. Yields the product C(C1=CC=CC=C1)N1C[C@H]2C(N3C4=C(C=CC=C4[C@H]2C1)OCCC3)=O ((±)-cis-11-benzyl-6,7,10,11,12,12a-hexahydro-5H-[1,4]oxazepino[2,3,4-ij]pyrrolo[3,4-c]quinolin-9(9aH)-one). The yield is 88.9%. As a reaction SMILES: [CH2:1]([N:8]1[CH2:20][C@H:19]2[C@:10](C(OCC)=O)([C:11](=[O:25])[N:12]3[CH2:24][CH2:23][CH2:22][O:21][C:14]4[CH:15]=[CH:16][CH:17]=[C:18]2[C:13]3=4)[CH2:9]1)[C:2]1[CH:7]=[CH:6][CH:5]=[CH:4][CH:3]=1.Cl>O1CCOCC1>[CH2:1]([N:8]1[CH2:20][C@H:19]2[C@H:10]([C:11](=[O:25])[N:12]3[CH2:24][CH2:23][CH2:22][O:21][C:14]4[CH:15]=[CH:16][CH:17]=[C:18]2[C:13]3=4)[CH2:9]1)[C:2]1[CH:3]=[CH:4][CH:5]=[CH:6][CH:7]=1. Procedure: To absolution of (±)-cis ethyl 11-benzyl-9-oxo-6,7,10,11,12,12a-hexahydro-5H-[1,4]oxazepino[2,3,4-ij]pyrrolo[3,4-c]quinoline-9a(9H)-carboxylate (0.45 g, 1.11 mmol) in 20 mL of 1,4-dioxane was added 20 mL of 3N HCl and the resulting mixture was stirred at 100° C. for 24 h. The dioxane and most of the water was removed in vacuo, and the residue was basified with sat'd aq Na2CO3 and extracted with ethyl acetate. The layers were separated and the organics were washed with brine, dried (MgSO4), filte... The reactants are 40.4, Br.FC1=CC=C(C=C1)CN1C(=NC2=C1C=CC=C2)NC2CCNCC2 (1-(4-fluorophenylmethyl)-N-(4-piperidinyl)-1H-benzimidazol-2-amine hydrobromide), O1CC1 (oxirane). The solvent is CO (methanol). Reaction conditions: time 8 hour. The product is 29, Br.FC1=CC=C(C=C1)CN1C(=NC2=C1C=CC=C2)NC2CCN(CC2)CCO (4-[1-(4-fluorophenylmethyl)-1H-benzimidazol-2-ylamino]-1-piperidineethanol monohydrobromide). Isolated yield 64.0%. Reaction SMILES: [BrH:1].[F:2][C:3]1[CH:8]=[CH:7][C:6]([CH2:9][N:10]2[C:14]3[CH:15]=[CH:16][CH:17]=[CH:18][C:13]=3[N:12]=[C:11]2[NH:19][CH:20]2[CH2:25][CH2:24][NH:23][CH2:22][CH2:21]2)=[CH:5][CH:4]=1.[O:26]1[CH2:28][CH2:27]1>CO>[BrH:1].[F:2][C:3]1[CH:8]=[CH:7][C:6]([CH2:9][N:10]2[C:14]3[CH:15]=[CH:16][CH:17]=[CH:18][C:13]=3[N:12]=[C:11]2[NH:19][CH:20]2[CH2:21][CH2:22][N:23]([CH2:28][CH2:27][OH:26])[CH2:24][CH2:25]2)=[CH:5][CH:4]=1 |f:0.1,4.5|. Reported procedure: To a stirred mixture of 40.4 parts of 1-(4-fluorophenylmethyl)-N-(4-piperidinyl)-1H-benzimidazol-2-amine hydrobromide and 400 parts of methanol are added 8.8 parts of oxirane and stirring is continued overnight at room temperature. The reaction mixture is evaporated and the residue is taken up in water. The precipitated product is filtered off and dried, yielding 29 parts (64%) of 4-[1-(4-fluorophenylmethyl)-1H-benzimidazol-2-ylamino]-1-piperidineethanol monohydrobromide; mp. 248.2° C. The reactants are syn- and anti-oximes, ClC1=C(C=CC=C1)C(CC1=CC=NC=C1)=O (1-(2-Chlorophenyl)-2-(pyridin-4-yl)ethanone), Cl.O(C)N (methoxyl amine hydrochloride), O (Water), oxime, [OH-].[Na+] (NaOH). Run in C1CCOC1 (THF), N1=CC=CC=C1 (pyridine). Conditions: temperature 50 celsius, time 1 hour. Yields the product ClC1=C(C=CC=C1)C(CC1=CC=NC=C1)N (1-(2-Chlorophenyl)-2-(pyridin-4-yl)ethanamine). Yield: 59.3%. As a reaction SMILES: [Cl:1][C:2]1[CH:7]=[CH:6][CH:5]=[CH:4][C:3]=1[C:8](=O)[CH2:9][C:10]1[CH:15]=[CH:14][N:13]=[CH:12][CH:11]=1.Cl.O([NH2:20])C.O.[OH-].[Na+]>N1C=CC=CC=1.C1COCC1>[Cl:1][C:2]1[CH:7]=[CH:6][CH:5]=[CH:4][C:3]=1[CH:8]([NH2:20])[CH2:9][C:10]1[CH:15]=[CH:14][N:13]=[CH:12][CH:11]=1 |f:1.2,4.5|. Reported procedure: To a solution of 1-(2-chlorophenyl)-2-(pyridin-4-yl)ethanone (22) (2.0 g, 8.7 mmol) in pyridine (24 mL) was added methoxyl amine hydrochloride (1.45 g, 17.4 mmol) in one portion at room temperature. The resulting mixture was stirred at 50° C. for one hour. The pyridine was removed under vacuum, and residue was added water and extracted with ethyl acetate. Ethyl acetate phase was washed with brine, dried over magnesium sulfate and concentrated. Purification by chromatography on silica gel gave a ...